This data is from the Open Reaction Database (ORD), a public repository of structured organic reaction records. The task is: describe an organic reaction: reactants, conditions, products, and yield The reactants are CO, CCCc1c(OCCCSc2ccc(CC(=O)OC)cc2Cl)ccc2c(-c3ccccc3)coc12. Product: CCCc1c(OCCCSc2ccc(CC(=O)O)cc2Cl)ccc2c(-c3ccccc3)coc12. Reaction SMILES: [CH3:36][OH:37].[Cl:1][c:2]1[cH:3][c:4]([CH2:31][C:32](=[O:33])[O:34][CH3:35])[cH:5][cH:6][c:7]1[S:8][CH2:9][CH2:10][CH2:11][O:12][c:13]1[c:14]([CH2:28][CH2:29][CH3:30])[c:15]2[c:16]([c:17](-[c:20]3[cH:21][cH:22][cH:23][cH:24][cH:25]3)[cH:18][o:19]2)[cH:26][cH:27]1>>[Cl:1][c:2]1[cH:3][c:4]([CH2:31][C:32](=[O:33])[OH:34])[cH:5][cH:6][c:7]1[S:8][CH2:9][CH2:10][CH2:11][O:12][c:13]1[c:14]([CH2:28][CH2:29][CH3:30])[c:15]2[c:16]([c:17](-[c:20]3[cH:21][cH:22][cH:23][cH:24][cH:25]3)[cH:18][o:19]2)[cH:26][cH:27]1. Starting materials: C(C)(=O)O[BH-](OC(C)=O)OC(C)=O.[Na+] (sodium triacetoxyborohydride), C([O-])([O-])=O.[K+].[K+] (potassium carbonate), N1CCC(CC1)NC(OC(C)(C)C)=O (1,1-dimethylethyl 4-piperidinylcarbamate), O1CCC(CC1)=O (tetrahydro-4H-pyran-4-one), C(Cl)Cl (DCM). Solvent: O (Water), [Cl-].[Na+].O (brine). Run at temperature 0 celsius, time 30 hour. Product: Cl.Cl.O1CCC(CC1)N1CCC(CC1)N (1-(tetrahydro-2H-pyran-4-yl)-4-piperidinamine, dihydrochloride). Reaction SMILES: [NH:1]1[CH2:6][CH2:5][CH:4]([NH:7]C(=O)OC(C)(C)C)[CH2:3][CH2:2]1.[O:15]1[CH2:20][CH2:19][C:18](=O)[CH2:17][CH2:16]1.C(O[BH-](OC(=O)C)OC(=O)C)(=O)C.[Na+].C(=O)([O-])[O-].[K+].[K+].C(Cl)[Cl:43]>[Cl-].[Na+].O.O>[ClH:43].[ClH:43].[O:15]1[CH2:20][CH2:19][CH:18]([N:1]2[CH2:2][CH2:3][CH:4]([NH2:7])[CH2:5][CH2:6]2)[CH2:17][CH2:16]1 |f:2.3,4.5.6,8.9.10,12.13.14|. Procedure details: To a solution of 1,1-dimethylethyl 4-piperidinylcarbamate (50 g) was added tetrahydro-4H-pyran-4-one (35.75 g) in dry DCM (1000 ml), then was added sodium triacetoxyborohydride (141 g) portion wise over 10 minutes at about 25° C. The mixture was stirred under nitrogen for about 30 hours, then cooled to 0° C. Water (107 ml) was added portion wise in 20 minutes, followed by saturated aqueous potassium carbonate (178 ml) and saturated brine (178 g in 178 ml). The mixture was stirred for 10 minutes ... Reactants: OS(=O)(=O)O (H2SO4), [N+](=O)(O)[O-] (HNO3), FC1=C(C(=CC=C1)F)C(C)=O (1-(2,6-difluorophenyl)ethanone). Solvent: C(Cl)Cl (DCM). Conditions: temperature -40 celsius, time 2 hour. The product is FC1=C(C(=CC=C1[N+](=O)[O-])F)C(C)=O (1-(2,6-difluoro-3-nitrophenyl)ethanone). As a reaction SMILES: OS(O)(=O)=O.[N+:6]([O-:9])(O)=[O:7].[F:10][C:11]1[CH:16]=[CH:15][CH:14]=[C:13]([F:17])[C:12]=1[C:18](=[O:20])[CH3:19]>C(Cl)Cl>[F:10][C:11]1[C:16]([N+:6]([O-:9])=[O:7])=[CH:15][CH:14]=[C:13]([F:17])[C:12]=1[C:18](=[O:20])[CH3:19]. Procedure: To a −40° C. mixture of concentrated H2SO4 (100 mL) and fuming HNO3 (100 mL) was added 1-(2,6-difluorophenyl)ethanone (20 g, 128 mmol) dropwise. The resulting mixture was stirred at −40° C. for 2 h then poured slowly onto ice. That mixture was diluted with DCM and the phases were separated. The aqueous layer was neutralized with sat. aq. NaHCO3 and then extracted with DCM. All organic portions were combined, dried over MgSO4, filtered, and concentrated to give 1-(2,6-difluoro-3-nitrophenyl)ethan...